Dataset: the Open Reaction Database (ORD), a public repository of structured organic reaction records. Task: describe an organic reaction: reactants, conditions, products, and yield The reactants are OCCc1ccc(Br)cc1, CC(C)(C)[Si](C)(C)Cl, C1CCOC1, c1c[nH]cn1. Yields the product CC(C)(C)[Si](C)(C)OCCc1ccc(Br)cc1. As a reaction SMILES: [Br:6][c:7]1[cH:8][cH:9][c:10]([CH2:13][CH2:14][OH:15])[cH:11][cH:12]1.[C:16]([CH3:17])([CH3:18])([CH3:19])[Si:20]([CH3:21])([CH3:22])[Cl:23].[CH2:24]1[O:25][CH2:26][CH2:27][CH2:28]1.[nH:1]1[cH:2][cH:3][n:4][cH:5]1>>[Br:6][c:7]1[cH:8][cH:9][c:10]([CH2:13][CH2:14][O:15][Si:20]([C:16]([CH3:17])([CH3:18])[CH3:19])([CH3:21])[CH3:22])[cH:11][cH:12]1.